Task: describe an organic reaction: reactants, conditions, products, and yield. Dataset: the Open Reaction Database (ORD), a public repository of structured organic reaction records Starting materials: NC1=C(C2=C(S1)CCCC2)C(=O)C2=CC=C(C=C2)OC(F)(F)F ((2-amino-4,5,6,7-tetrahydrobenzo[b]thiophen-3-yl)(4-trifluoromethoxyphenyl)methanone), C(CCC(=O)C)(=O)OC (methyl levulinate), Cl[Si](C)(C)C (chlorotrimethylsilane). Solvent: CN(C)C=O (DMF). Yields the product COC(CC=1C(=C2C(=NC1C)SC1=C2CCCC1)C1=CC=C(C=C1)OC(F)(F)F)=O (Methyl[2-methyl-4-(4-trifluoromethoxyphenyl)-5,6,7,8-tetrahydro[1]benzothieno[2,3-b]pyridin-3-yl]acetate). Yield: 78.1%. Reaction SMILES: [NH2:1][C:2]1[S:6][C:5]2[CH2:7][CH2:8][CH2:9][CH2:10][C:4]=2[C:3]=1[C:11]([C:13]1[CH:18]=[CH:17][C:16]([O:19][C:20]([F:23])([F:22])[F:21])=[CH:15][CH:14]=1)=O.[C:24]([O:31][CH3:32])(=[O:30])[CH2:25][CH2:26][C:27]([CH3:29])=O.Cl[Si](C)(C)C>CN(C=O)C>[CH3:32][O:31][C:24](=[O:30])[CH2:25][C:26]1[C:11]([C:13]2[CH:18]=[CH:17][C:16]([O:19][C:20]([F:23])([F:22])[F:21])=[CH:15][CH:14]=2)=[C:3]2[C:4]3[CH2:10][CH2:9][CH2:8][CH2:7][C:5]=3[S:6][C:2]2=[N:1][C:27]=1[CH3:29]. Procedure: This compound was prepared according to the procedure B from (2-amino-4,5,6,7-tetrahydrobenzo[b]thiophen-3-yl)(4-trifluoromethoxyphenyl)methanone (0.341 g; 1 mmol), methyl levulinate (0.141 mL; 1.1 mmol), chlorotrimethylsilane (0.511 mL; 4 mmol) in DMF (4 mL) for 48 h. Purification by flash chromatography on silica gel using a gradient of ethyl acetate (5-40%) in heptane furnished 0.340 g (78%) of the title compound as a yellow solid.